From a dataset of the Open Reaction Database (ORD), a public repository of structured organic reaction records. describe an organic reaction: reactants, conditions, products, and yield Reactants: C1=CC(=CC=C1[N+](=O)[O-])O (p-nitrophenol), BrCCC=C (4-bromo-1-butene), C([O-])([O-])=O.[K+].[K+] (potassium carbonate). Solvent: CN(C)C=O (DMF). Reaction conditions: time 48 hour. Yields the product C(=CCC)OC1=CC=C(C=C1)[N+](=O)[O-] (4-Butenyloxy-1-Nitrobenzene). Reaction SMILES: [CH:1]1[C:6]([N+:7]([O-:9])=[O:8])=[CH:5][CH:4]=[C:3]([OH:10])[CH:2]=1.Br[CH2:12][CH2:13][CH:14]=[CH2:15].C(=O)([O-])[O-].[K+].[K+]>CN(C=O)C>[CH:12]([O:10][C:3]1[CH:4]=[CH:5][C:6]([N+:7]([O-:9])=[O:8])=[CH:1][CH:2]=1)=[CH:13][CH2:14][CH3:15] |f:2.3.4|. Reported procedure: A 500 ml flask equipped with a mechanical stirrer, condenser, thermometer, and heating mantle was charged with p-nitrophenol (30.0 g, 216 mmol), 4-bromo-1-butene (29.1 g, 216 mmol), potassium carbonate (32.8 g, 237 mmol) and DMF (300 ml). The reaction mixture was heated to reflux and stirred for 48 hours. It was then cooled and solvent removed under reduced pressure. The residue was dissolved in 250 ml of methylene chloride and washed repeatedly with water to remove traces of DMF. The methylene ... Reactants: intermediate J, CO (MeOH), CN (methyl amine), COC(C1=CC(=C(C=C1)[N+](=O)[O-])F)=O (3-Fluoro-4-nitro-benzoic acid methyl ester). Yields the product CN1C=NC2=C1C=C(C=C2)C=O (3-Methyl-3H-benzoimidazole-5-carbaldehyde). As a reaction SMILES: [CH3:1][NH2:2].C[O:4][C:5](=O)[C:6]1[CH:11]=[CH:10][C:9]([N+:12]([O-])=O)=[C:8](F)[CH:7]=1.[CH3:17]O>>[CH3:1][N:2]1[C:8]2[CH:7]=[C:6]([CH:5]=[O:4])[CH:11]=[CH:10][C:9]=2[N:12]=[CH:17]1. Procedure: The title compound was synthesized in a similar manner as described for intermediate J using methyl amine solution in MeOH instead of 2-pyrrolidin-1-yl-ethylamine to react with 3-fluoro-4-nitro-benzoic acid methyl ester (xiv) (tR 1.56 min (conditions 8), MH+=161). Reactants: Brc1ncccn1, O=C([O-])[O-], COC(=O)c1c(SCc2ccc(Cl)cc2)nsc1N, Cc1ccccc1, O=C(C=Cc1ccccc1)C=Cc1ccccc1, O=C(C=Cc1ccccc1)C=Cc1ccccc1, O=C(C=Cc1ccccc1)C=Cc1ccccc1, [Cs+], [Cs+], [Pd], [Pd], c1ccc(P(c2ccccc2)c2ccc3ccccc3c2-c2c(P(c3ccccc3)c3ccccc3)ccc3ccccc23)cc1. Reaction SMILES: [Br:53][c:54]1[n:55][cH:56][cH:57][cH:58][n:59]1.[C:47](=[O:48])([O-:49])[O-:50].[CH3:60][O:61][C:62](=[O:63])[c:64]1[c:65]([S:70][CH2:71][c:72]2[cH:73][cH:74][c:75]([Cl:78])[cH:76][cH:77]2)[n:66][s:67][c:68]1[NH2:69].[CH3:79][c:80]1[cH:81][cH:82][cH:83][cH:84][cH:85]1.[CH:106](=[CH:107][C:108]([CH:109]=[CH:110][c:111]1[cH:112][cH:113][cH:114][cH:115][cH:116]1)=[O:117])[c:118]1[cH:119][cH:120][cH:121][cH:122][cH:123]1.[CH:124](=[CH:125][C:126]([CH:127]=[CH:128][c:129]1[cH:130][cH:131][cH:132][cH:133][cH:134]1)=[O:135])[c:136]1[cH:137][cH:138][cH:139][cH:140][cH:141]1.[CH:88](=[CH:89][C:90]([CH:91]=[CH:92][c:93]1[cH:94][cH:95][cH:96][cH:97][cH:98]1)=[O:99])[c:100]1[cH:101][cH:102][cH:103][cH:104][cH:105]1.[Cs+:51].[Cs+:52].[Pd:86].[Pd:87].[c:1]1([P:2]([c:3]2[cH:4][cH:5][cH:6][cH:7][cH:8]2)[c:9]2[cH:10][cH:11][c:12]3[c:13]([cH:14][cH:15][cH:16][cH:17]3)[c:18]2-[c:19]2[c:20]3[c:21]([cH:22][cH:23][cH:24][cH:25]3)[cH:26][cH:27][c:28]2[P:29]([c:30]2[cH:31][cH:32][cH:33][cH:34][cH:35]2)[c:36]2[cH:37][cH:38][cH:39][cH:40][cH:41]2)[cH:42][cH:43][cH:44][cH:45][cH:46]1>>[c:54]1([NH:69][c:68]2[c:64]([C:62]([O:61][CH3:60])=[O:63])[c:65]([S:70][CH2:71][c:72]3[cH:73][cH:74][c:75]([Cl:78])[cH:76][cH:77]3)[n:66][s:67]2)[n:55][cH:56][cH:57][cH:58][n:59]1. The product is COC(=O)c1c(SCc2ccc(Cl)cc2)nsc1Nc1ncccn1. Reactants: ClC1=C(C=C(C(=C1)F)C)[N+](=O)[O-] (2-chloro-4-floro-5-methylnitrobenzene), sodium methoxy, CN(C)C=O (DMF). Run at time 6 hour. The product is ClC1=C(C=C(C(=C1)OC)C)[N+](=O)[O-] (2-chloro-4-methoxy-5-methylnitrobenzene). As a reaction SMILES: [Cl:1][C:2]1[CH:7]=[C:6](F)[C:5]([CH3:9])=[CH:4][C:3]=1[N+:10]([O-:12])=[O:11].CN([CH:16]=[O:17])C>>[Cl:1][C:2]1[CH:7]=[C:6]([O:17][CH3:16])[C:5]([CH3:9])=[CH:4][C:3]=1[N+:10]([O-:12])=[O:11]. Procedure: A solution of 2-chloro-4-floro-5-methylnitrobenzene (1 mmole) in DMF (5 mL) was treated with fresh sodium methoxy (1.1 mmole), and the mixture was stirred for 6 h. Evaporation and chromatography gave 2-chloro-4-methoxy-5-methylnitrobenzene. Starting materials: C1CCOC1, CC(C)NC(C)C, CCOC(=O)C1CCN(C(=O)OC(C)(C)C)CC1, CCCCCC, [Li]CCCC, O, c1ccc(Cn2cnc3ccccc32)cc1. Yields the product CC(C)(C)OC(=O)N1CCC(C(=O)c2nc3ccccc3n2Cc2ccccc2)CC1. Reaction SMILES: [CH2:47]1[O:48][CH2:49][CH2:50][CH2:51]1.[CH3:1][CH:2]([NH:3][CH:4]([CH3:5])[CH3:6])[CH3:7].[CH3:29][C:30]([CH3:31])([CH3:32])[O:33][C:34](=[O:35])[N:36]1[CH2:37][CH2:38][CH:39]([C:42](=[O:43])[O:44][CH2:45][CH3:46])[CH2:40][CH2:41]1.[CH3:52][CH2:53][CH2:54][CH2:55][CH2:56][CH3:57].[Li:8][CH2:9][CH2:10][CH2:11][CH3:12].[OH2:58].[c:13]1([CH2:19][n:20]2[cH:21][n:22][c:23]3[c:24]2[cH:25][cH:26][cH:27][cH:28]3)[cH:14][cH:15][cH:16][cH:17][cH:18]1>>[c:13]1([CH2:19][n:20]2[c:21]([C:42]([CH:39]3[CH2:38][CH2:37][N:36]([C:34]([O:33][C:30]([CH3:29])([CH3:31])[CH3:32])=[O:35])[CH2:41][CH2:40]3)=[O:43])[n:22][c:23]3[c:24]2[cH:25][cH:26][cH:27][cH:28]3)[cH:14][cH:15][cH:16][cH:17][cH:18]1. Procedure details: Similarly, 2.0 g (0.004 mole) of 1,3,5-tris(p-isopropoxyphenyl)-hexahydro-s-triazine, 1.2 g (0.006 mole) of trichloromethyl chloroformate, 3.1 g (0.012 mole) of 1,3-dibenzylthiourea, and 11 g of a 10% aqueous sodium hydroxide solution were used to obtain 1.5 g (28% yield) of 2-benzylimino-3-benzyl-5-(p-isopropoxyphenyl)-tetrahydro-1,3,5-thiadiazin-4-one (compound No. 375) of the formula, ##STR174## as white crystals melting at 141°-142° C. The reactants are C(C)(C)OC1=CC=C(C=C1)N1CN(CN(C1)C1=CC=C(C=C1)OC(C)C)C1=CC=C(C=C1)OC(C)C (1,3,5-tris(p-isopropoxyphenyl)-hexahydro-s-triazine), [OH-].[Na+] (sodium hydroxide), ClC(=O)OC(Cl)(Cl)Cl (trichloromethyl chloroformate), C(C1=CC=CC=C1)NC(=S)NCC1=CC=CC=C1 (1,3-dibenzylthiourea). The yield is 84.2%. RXN SMILES: [CH:1]([O:4][C:5]1[CH:10]=[CH:9][C:8]([N:11]2[CH2:16]N(C3C=CC(OC(C)C)=CC=3)CN(C3C=CC(OC(C)C)=CC=3)[CH2:12]2)=[CH:7][CH:6]=1)([CH3:3])[CH3:2].ClC(OC(Cl)(Cl)Cl)=[O:39].[CH2:45]([NH:52][C:53]([NH:55][CH2:56][C:57]1[CH:62]=[CH:61][CH:60]=[CH:59][CH:58]=1)=[S:54])[C:46]1[CH:51]=[CH:50][CH:49]=[CH:48][CH:47]=1.[OH-].[Na+]>>[CH2:45]([N:52]=[C:53]1[N:55]([CH2:56][C:57]2[CH:62]=[CH:61][CH:60]=[CH:59][CH:58]=2)[C:16](=[O:39])[N:11]([C:8]2[CH:7]=[CH:6][C:5]([O:4][CH:1]([CH3:2])[CH3:3])=[CH:10][CH:9]=2)[CH2:12][S:54]1)[C:46]1[CH:47]=[CH:48][CH:49]=[CH:50][CH:51]=1 |f:3.4|. Yields the product C(C1=CC=CC=C1)N=C1SCN(C(N1CC1=CC=CC=C1)=O)C1=CC=C(C=C1)OC(C)C (2-benzylimino-3-benzyl-5-(p-isopropoxyphenyl)-tetrahydro-1,3,5-thiadiazin-4-one).